Dataset: the Open Reaction Database (ORD), a public repository of structured organic reaction records. Task: describe an organic reaction: reactants, conditions, products, and yield Starting materials: NC1=NC(=C(C=C1)Br)C (2-amino-5-bromo-6-methylpyridine), N1(CCOCC1)S(=O)(=O)C1=CC=C(C=C1)S (4-(N -morpholinylsulfonyl)thiophenol), ClC1=C(C=CC(=C1)C(F)(F)F)S(=O)(=O)Cl (2-chloro-4-trifluoromethylphenylsulfonyl chloride). As a reaction SMILES: [NH2:1][C:2]1[CH:7]=[CH:6][C:5](Br)=[C:4]([CH3:9])[N:3]=1.[N:10]1([S:16]([C:19]2[CH:24]=[CH:23][C:22]([SH:25])=[CH:21][CH:20]=2)(=[O:18])=[O:17])[CH2:15][CH2:14][O:13][CH2:12][CH2:11]1.[Cl:26][C:27]1[CH:32]=[C:31]([C:33]([F:36])([F:35])[F:34])[CH:30]=[CH:29][C:28]=1[S:37](Cl)(=[O:39])=[O:38]>>[Cl:26][C:27]1[CH:32]=[C:31]([C:33]([F:35])([F:34])[F:36])[CH:30]=[CH:29][C:28]=1[S:37]([NH:1][C:2]1[CH:7]=[CH:6][C:5]([S:25][C:22]2[CH:21]=[CH:20][C:19]([S:16]([N:10]3[CH2:11][CH2:12][O:13][CH2:14][CH2:15]3)(=[O:18])=[O:17])=[CH:24][CH:23]=2)=[C:4]([CH3:9])[N:3]=1)(=[O:39])=[O:38]. Product: ClC1=C(C=CC(=C1)C(F)(F)F)S(=O)(=O)NC1=NC(=C(C=C1)SC1=CC=C(C=C1)S(=O)(=O)N1CCOCC1)C (2-Chloro-N-{6-methyl-5-[4-(morpholine-4-sulfonyl) -phenylsulfanyl]-pyridin-2-yl}-4-trifluoromethyl-benzenesulfonamide). Procedure: Prepared from 2-amino-5-bromo-6-methylpyridine and 4-(N -morpholinylsulfonyl)thiophenol according to General Method 11 step 1 followed by reaction with 2-chloro-4-trifluoromethylphenylsulfonyl chloride according to General Method 11 step 1. 1H NMR (CDCl3): 8.24 (1 H, d, J 10 Hz, Ar CH ortho to SO2NH), 7.65 (1 H, s, A-ring CH ortho to Cl & CF3), 7.61-7.48 (4 H, m, Ar CH's), 7.03 (2 H, d, J 9 Hz, Ar CH's), 6.81 (1 H, d, J 11 Hz, Ar CH), 3.66-3.58 (4H, m, CH2OCH2), 2.90-2.81 (4H, m, CH2NCH2), 2.41 ... Procedure: 50 ml of a 20% solution of phosgene in toluene were added dropwise over a period of 10 minutes to a mixture consisting of 10.0 gm of 6,11-dihydro-2,4,6-trimethyl-5H-pyrido[2,3-b][1,5]-benzodiazepin-5-one, 100 ml of diethyl ketone, 50 ml of toluene and 5 ml of pyridine. The resulting mixture was heated at 60° C. for 2 hours, at 80° C. for one hour and at 110° C. for one hour, while stirring. After cooling to room temperature, 100 ml of water were added. The organic phase was dried with sodium sul... Run at temperature 110 celsius. Yields the product ClC(=O)N1C2=C(C(N(C3=C1C=CC=C3)C)=O)C(=CC(=N2)C)C (11-chloroformyl-6,11-dihydro-2,4,6-trimethyl-5H-pyrido[2,3-b][1,5]benzodiazepin-5-one). The solvent is O (water), C1(=CC=CC=C1)C (toluene), C1(=CC=CC=C1)C (toluene). As a reaction SMILES: [C:1]([Cl:4])(Cl)=[O:2].[CH3:5][C:6]1[CH:7]=[C:8]([CH3:23])[C:9]2[C:15](=[O:16])[N:14]([CH3:17])[C:13]3[CH:18]=[CH:19][CH:20]=[CH:21][C:12]=3[NH:11][C:10]=2[N:22]=1.C(C(CC)=O)C.N1C=CC=CC=1>C1(C)C=CC=CC=1.O>[Cl:4][C:1]([N:11]1[C:12]2[CH:21]=[CH:20][CH:19]=[CH:18][C:13]=2[N:14]([CH3:17])[C:15](=[O:16])[C:9]2[C:8]([CH3:23])=[CH:7][C:6]([CH3:5])=[N:22][C:10]1=2)=[O:2]. Reactants: C(C)C(=O)CC (diethyl ketone), solution, C(=O)(Cl)Cl (phosgene), CC=1C=C(C2=C(NC3=C(N(C2=O)C)C=CC=C3)N1)C (6,11-dihydro-2,4,6-trimethyl-5H-pyrido[2,3-b][1,5]-benzodiazepin-5-one), N1=CC=CC=C1 (pyridine). Starting materials: Nc1c(F)cc(Br)cc1F, CC(=O)O, O=C(O)c1cccnc1Cl. The product is O=C(O)c1cccnc1O. RXN SMILES: [Br:11][c:12]1[cH:13][c:14]([F:15])[c:16]([NH2:17])[c:18]([F:19])[cH:20]1.[CH3:21][C:22]([OH:23])=[O:24].[Cl:1][c:2]1[c:3]([C:4](=[O:5])[OH:6])[cH:7][cH:8][cH:9][n:10]1>>[c:2]1([OH:23])[c:3]([C:4](=[O:5])[OH:6])[cH:7][cH:8][cH:9][n:10]1. The reactants are CCOC(C)=O, COC(=O)CCC(C)C1CCC2C3CCC4=CC(=O)CCC4(C)C3CCC12C, CCCCCC, [Li]. Yields the product COC(=O)CCC(C)C1CCC2C3CCC4CC(=O)CCC4(C)C3CCC12C. RXN SMILES: [C:36]([O:37][CH2:38][CH3:39])(=[O:40])[CH3:41].[CH3:1][O:2][C:3]([CH2:4][CH2:5][CH:6]([CH3:7])[CH:8]1[CH2:9][CH2:10][CH:11]2[CH:12]3[CH2:13][CH2:14][C:15]4=[CH:16][C:17](=[O:27])[CH2:18][CH2:19][C:20]4([CH3:21])[CH:22]3[CH2:23][CH2:24][C:25]12[CH3:26])=[O:28].[CH3:30][CH2:31][CH2:32][CH2:33][CH2:34][CH3:35].[Li:29]>>[CH3:1][O:2][C:3]([CH2:4][CH2:5][CH:6]([CH3:7])[CH:8]1[CH2:9][CH2:10][CH:11]2[CH:12]3[CH2:13][CH2:14][CH:15]4[CH2:16][C:17](=[O:27])[CH2:18][CH2:19][C:20]4([CH3:21])[CH:22]3[CH2:23][CH2:24][C:25]12[CH3:26])=[O:28].